Dataset: the Open Reaction Database (ORD), a public repository of structured organic reaction records. Task: describe an organic reaction: reactants, conditions, products, and yield The reactants are [H-].[Na+] (Sodium hydride), C(C)OC(=O)CP(OCC)(OCC)=O (Diethyl ethoxycarbonylmethylphosphonate), O1CCCC1 (tetrahydrofuran), CCCC(C)CC(=O)C1=CC=CC=C1 (4-Pentylacetophenone), O1CCCC1 (tetrahydrofuran), O1CCCC1 (tetrahydrofuran). Conditions: time 8 hour. Yields the product C(C)OC(C=C(C)C1=CC=C(C=C1)CCCCC)=O (3-(4-pentylphenyl)-2EZ-butenoic acid ethyl ester). Reaction SMILES: [H-].[Na+].[CH2:3]([O:5][C:6]([CH2:8]P(=O)(OCC)OCC)=[O:7])[CH3:4].C[CH2:18][CH2:19][CH:20]([CH2:22][C:23]([C:25]1[CH:30]=[CH:29][CH:28]=[CH:27][CH:26]=1)=O)C.O1CC[CH2:33][CH2:32]1>>[CH2:3]([O:5][C:6](=[O:7])[CH:8]=[C:32]([C:28]1[CH:27]=[CH:26][C:25]([CH2:23][CH2:22][CH2:20][CH2:19][CH3:18])=[CH:30][CH:29]=1)[CH3:33])[CH3:4] |f:0.1|. Reported procedure: Sodium hydride (28.6 g, content: 63%) was suspended in tetrahydrofuran (1000 ml). Diethyl ethoxycarbonylmethylphosphonate (168 g) dissolved in tetrahydrofuran (500 ml) was added dropwise into the mixture with cooling in an ice-bath over 30 mins. 4-Pentylacetophenone (95 g) in tetrahydrofuran (500 ml) was added to the solution. The solution was stirred overnight at room temperature and then refluxed at 8 hrs. Tetrahydrofuran was evaporated from the reaction mixture. Dilute hydrochloric acid was a... Reactants: [Br-], O=Cc1cccc(B(O)O)c1, O=C1NCCc2c(-c3ccccc3)[nH]c3cccc1c23. The product is O=Cc1cccc(-c2[nH]c3cccc4c3c2CCNC4=O)c1. RXN SMILES: [Br-:21].[CH:22](=[O:23])[c:24]1[cH:25][c:26]([B:27]([OH:28])[OH:29])[cH:30][cH:31][cH:32]1.[c:1]1(-[c:7]2[nH:8][c:9]3[cH:10][cH:11][cH:12][c:13]4[c:14]3[c:15]2[CH2:16][CH2:17][NH:18][C:19]4=[O:20])[cH:2][cH:3][cH:4][cH:5][cH:6]1>>[c:1]1(-[c:7]2[nH:8][c:9]3[cH:10][cH:11][cH:12][c:13]4[c:14]3[c:15]2[CH2:16][CH2:17][NH:18][C:19]4=[O:20])[cH:2][cH:3][cH:4][c:5]([CH:22]=[O:23])[cH:6]1. The reactants are ClCCl, COc1cc(O)ccc1-c1cn2ncncc2n1, CS(=O)(=O)O, [Cl-], Cl, [Na+], [OH-]. The product is COc1cc(OS(C)(=O)=O)ccc1-c1cn2ncncc2n1. As a reaction SMILES: [CH2:28]([Cl:29])[Cl:30].[CH3:1][O:2][c:3]1[c:4](-[c:10]2[n:11][c:12]3[cH:13][n:14][cH:15][n:16][n:17]3[cH:18]2)[cH:5][cH:6][c:7]([OH:9])[cH:8]1.[CH3:20][S:21](=[O:22])(=[O:23])[OH:24].[Cl-:19].[ClH:25].[Na+:27].[OH-:26]>>[CH3:1][O:2][c:3]1[c:4](-[c:10]2[n:11][c:12]3[cH:13][n:14][cH:15][n:16][n:17]3[cH:18]2)[cH:5][cH:6][c:7]([O:9][S:21]([CH3:20])(=[O:22])=[O:23])[cH:8]1. Starting materials: CNC(OC1=CC=2C3=C(N(C2C=C1)C)C(CC3)=NCC#C)=O (4-methyl-3-(2-propynyl)imino-1,2,3,4-tetrahydrocyclopent[b]indol-7-yl methylcarbamate), C(#N)[BH3-].[Na+] (sodium cyanoborohydride), C(Cl)Cl (methylene chloride). The solvent is C(C)(=O)O (acetic acid). Reaction conditions: time 2 hour. The product is O.Cl.CNC(OC1=CC=2C3=C(N(C2C=C1)C)C(CC3)NCC#C)=O (4-methyl-3-(2-propynyl)amino-1,2,3,4,-tetrahydrocyclopent[ b]indol-7-yl methylcarbamate hydrochloride monohydrate). RXN SMILES: [CH3:1][NH:2][C:3](=[O:22])[O:4][C:5]1[CH:13]=[CH:12][C:11]2[N:10]([CH3:14])[C:9]3[C:15](=[N:18][CH2:19][C:20]#[CH:21])[CH2:16][CH2:17][C:8]=3[C:7]=2[CH:6]=1.C([BH3-])#N.[Na+].C(Cl)[Cl:28]>C(O)(=O)C>[OH2:4].[ClH:28].[CH3:1][NH:2][C:3](=[O:22])[O:4][C:5]1[CH:13]=[CH:12][C:11]2[N:10]([CH3:14])[C:9]3[CH:15]([NH:18][CH2:19][C:20]#[CH:21])[CH2:16][CH2:17][C:8]=3[C:7]=2[CH:6]=1 |f:1.2,5.6.7|. Reported procedure: To a stirred solution of 4-methyl-3-(2-propynyl)imino-1,2,3,4-tetrahydrocyclopent[b]indol-7-yl methylcarbamate (1:1 g) in acetic acid (10 ml) was added sodium cyanoborohydride (0.57 g). The reaction was monitored via TLC and after 2 hours, methylene chloride (50 ml) was added and the solution was washed with saturated NaHCO3 until neutral. The methylene chloride layer was dried (Na2SO4), filtered and concentrated. The resulting material was chromatographed on silica gel, eluting with 2:1 hexane/... Reactants: C([O-])([O-])=O.[K+].[K+] (potassium carbonate), COC1=CC=C(CCl)C=C1 (4-methoxybenzyl chloride), N1CCC(CC1)NC(C(C(C)C)(C1=CC=CC=C1)OCCCC)=O (N-(4-Piperidinyl)-2-butoxy-3-methyl-2-phenylbutanamide). Run in O (water), O1CCOCC1 (dioxane), O (water). Reaction conditions: time 2 day. Yields the product COC1=CC=C(CN2CCC(CC2)NC(C(C(C)C)(C2=CC=CC=C2)OCCCC)=O)C=C1 (N-{1-(4-methoxybenzyl)-4-piperidinyl}-2-butoxy-3-methyl-2-phenylbutanamide). Reaction SMILES: [NH:1]1[CH2:6][CH2:5][CH:4]([NH:7][C:8](=[O:24])[C:9]([O:19][CH2:20][CH2:21][CH2:22][CH3:23])([C:13]2[CH:18]=[CH:17][CH:16]=[CH:15][CH:14]=2)[CH:10]([CH3:12])[CH3:11])[CH2:3][CH2:2]1.C(=O)([O-])[O-].[K+].[K+].[CH3:31][O:32][C:33]1[CH:40]=[CH:39][C:36]([CH2:37]Cl)=[CH:35][CH:34]=1>O1CCOCC1.O>[CH3:31][O:32][C:33]1[CH:40]=[CH:39][C:36]([CH2:37][N:1]2[CH2:2][CH2:3][CH:4]([NH:7][C:8](=[O:24])[C:9]([O:19][CH2:20][CH2:21][CH2:22][CH3:23])([C:13]3[CH:14]=[CH:15][CH:16]=[CH:17][CH:18]=3)[CH:10]([CH3:12])[CH3:11])[CH2:5][CH2:6]2)=[CH:35][CH:34]=1 |f:1.2.3|. Reported procedure: N-(4-Piperidinyl)-2-butoxy-3-methyl-2-phenylbutanamide (invention compound, Compound No. 27) (4.5 g) was dissolved in dioxane (25 ml) and water (25 ml). To the resulting solution, potassium carbonate (0.7 g) and 4-methoxybenzyl chloride (0.8 g) were added, followed by stirring at room temperature for 2 days. To the reaction mixture, was added water (40 ml). The resulting mixture was extracted with an ethyl acetate. The extract was then dried over anhydrous sodium sulfate and the solvent was remo...